From a dataset of the Open Reaction Database (ORD), a public repository of structured organic reaction records. describe an organic reaction: reactants, conditions, products, and yield Reactants: COC(=O)c1cccc(COc2ccc(-c3ccc(F)cc3F)cc2)c1, CO, [K+], [OH-]. The product is O=C(O)c1cccc(COc2ccc(-c3ccc(F)cc3F)cc2)c1. As a reaction SMILES: [CH3:1][O:2][C:3]([c:4]1[cH:5][c:6]([CH2:10][O:11][c:12]2[cH:13][cH:14][c:15](-[c:18]3[c:19]([F:25])[cH:20][c:21]([F:24])[cH:22][cH:23]3)[cH:16][cH:17]2)[cH:7][cH:8][cH:9]1)=[O:26].[CH3:29][OH:30].[K+:28].[OH-:27]>>[O:2]=[C:3]([c:4]1[cH:5][c:6]([CH2:10][O:11][c:12]2[cH:13][cH:14][c:15](-[c:18]3[c:19]([F:25])[cH:20][c:21]([F:24])[cH:22][cH:23]3)[cH:16][cH:17]2)[cH:7][cH:8][cH:9]1)[OH:26]. Starting materials: C(C)(C)(C)OC(=O)N1CCC(CC1)(C#N)C1=CC=C(C=C1)Br (4-(4-bromo-phenyl)-4-cyano-piperidine-1-carboxylic acid tert-butyl ester), CC(C)C[AlH]CC(C)C (DIBAL-H), CO (methanol). Run in ClCCl (dichloromethane). Run at time 20 hour. Product: C(C)(C)(C)OC(=O)N1CCC(CC1)(CC=O)C1=CC=C(C=C1)Br (4-(4-bromo-phenyl)-4-(2-oxo-ethyl)-piperidine-1-carboxylic acid tert-butyl ester). As a reaction SMILES: [C:1]([O:5][C:6]([N:8]1[CH2:13][CH2:12][C:11]([C:16]2[CH:21]=[CH:20][C:19]([Br:22])=[CH:18][CH:17]=2)([C:14]#N)[CH2:10][CH2:9]1)=[O:7])([CH3:4])([CH3:3])[CH3:2].CC(C[AlH]CC(C)C)C.[CH3:32][OH:33]>ClCCl>[C:1]([O:5][C:6]([N:8]1[CH2:13][CH2:12][C:11]([C:16]2[CH:21]=[CH:20][C:19]([Br:22])=[CH:18][CH:17]=2)([CH2:14][CH:32]=[O:33])[CH2:10][CH2:9]1)=[O:7])([CH3:4])([CH3:3])[CH3:2]. Procedure details: To a solution of 4-(4-bromo-phenyl)-4-cyano-piperidine-1-carboxylic acid tert-butyl ester from Step 2 (5.67 g, 15.57 mmol, 1 eq) in 60 mL of dichloromethane was add a solution of DIBAL-H (1M in toluene, 23.36 mL, 23.36 mmol, 1.5 eq) in a drop-wise fashion. The resulting mixture was stirred at room temperature for 20 h and then 15 mL of methanol was added carefully. The mixture was stirred for 0.25 h and a precipitate formed. The resulting mixture was filtered through Celite and the salts were wa... Reactants: ClC1=NC=C(C(=N1)NC1=C(C=CC=C1)N1N=CC=C1)Cl ((2,5-Dichloro-pyrimidin-4-yl)-(2-pyrazol-1-yl-phenyl)-amine), NC1=CC2=C(NC(CCC2(C)C)=O)C=C1 (7-Amino-5,5-dimethyl-1,3,4,5-tetrahydro-benzo[b]azepin-2-one), Cl (HCl). Run in O1CCOCC1 (dioxane), COCCO (2-methoxyethanol). The product is ClC=1C(=NC(=NC1)NC1=CC2=C(NC(CCC2(C)C)=O)C=C1)NC1=C(C=CC=C1)N1N=CC=C1 (7-[5-Chloro-4-(2-pyrazol-1-yl-phenylamino)-pyrimidin-2-ylamino]-5,5-dimethyl-1,3,4,5-tetrahydro-benzo[b]azepin-2-one). The yield is 81.9%. Reaction SMILES: Cl[C:2]1[N:7]=[C:6]([NH:8][C:9]2[CH:14]=[CH:13][CH:12]=[CH:11][C:10]=2[N:15]2[CH:19]=[CH:18][CH:17]=[N:16]2)[C:5]([Cl:20])=[CH:4][N:3]=1.[NH2:21][C:22]1[CH:35]=[CH:34][C:25]2[NH:26][C:27](=[O:33])[CH2:28][CH2:29][C:30]([CH3:32])([CH3:31])[C:24]=2[CH:23]=1.Cl>O1CCOCC1.COCCO>[Cl:20][C:5]1[C:6]([NH:8][C:9]2[CH:14]=[CH:13][CH:12]=[CH:11][C:10]=2[N:15]2[CH:19]=[CH:18][CH:17]=[N:16]2)=[N:7][C:2]([NH:21][C:22]2[CH:35]=[CH:34][C:25]3[NH:26][C:27](=[O:33])[CH2:28][CH2:29][C:30]([CH3:32])([CH3:31])[C:24]=3[CH:23]=2)=[N:3][CH:4]=1. Procedure: Combined (2,5-Dichloro-pyrimidin-4-yl)-(2-pyrazol-1-yl-phenyl)-amine (82 mg, 0.268 mmol), 7-Amino-5,5-dimethyl-1,3,4,5-tetrahydro-benzo[b]azepin-2-one (70 mg, 0.343 mmol), 4 N HCl in dioxane (80 ul) and 2-methoxyethanol (4 mL). Heated reaction at 120° C. for 16 hours. Evaporated off solvent and purified with normal phase chromatography to yield a beige solid, 7-[5-Chloro-4-(2-pyrazol-1-yl-phenylamino)-pyrimidin-2-ylamino]-5,5-dimethyl-1,3,4,5-tetrahydro-benzo[b]azepin-2-one (104 mg, 82%). LCMS: ...